This data is from the Open Reaction Database (ORD), a public repository of structured organic reaction records. The task is: describe an organic reaction: reactants, conditions, products, and yield Reactants: CN(C1=NN2C(C=C(C=C2)NC(=O)C2=C(C=NN2C)C(=O)OCC)=N1)C (ethyl 5-(2-(dimethylamino)-[1,2,4]triazolo[1,5-a]pyridin-7-ylcarbamoyl)-1-methyl-1H-pyrazole-4-carboxylate), O.[OH-].[Li+] (lithium hydroxide monohydrate). Solvent: CO (methanol), O (water). Run at temperature 50 celsius, time 4 hour. Product: CN(C1=NN2C(C=C(C=C2)NC(=O)C2=C(C=NN2C)C(=O)O)=N1)C (5-(2-(dimethylamino)-[1,2,4]triazolo[1,5-a]pyridin-7-ylcarbamoyl)-1-methyl-1H-pyrazole-4-carboxylic acid). The yield is 95.4%. RXN SMILES: [CH3:1][N:2]([CH3:26])[C:3]1[N:25]=[C:6]2[CH:7]=[C:8]([NH:11][C:12]([C:14]3[N:18]([CH3:19])[N:17]=[CH:16][C:15]=3[C:20]([O:22]CC)=[O:21])=[O:13])[CH:9]=[CH:10][N:5]2[N:4]=1.O.[OH-].[Li+]>CO.O>[CH3:1][N:2]([CH3:26])[C:3]1[N:25]=[C:6]2[CH:7]=[C:8]([NH:11][C:12]([C:14]3[N:18]([CH3:19])[N:17]=[CH:16][C:15]=3[C:20]([OH:22])=[O:21])=[O:13])[CH:9]=[CH:10][N:5]2[N:4]=1 |f:1.2.3|. Procedure details: A mixture of ethyl 5-(2-(dimethylamino)-[1,2,4]triazolo[1,5-a]pyridin-7-ylcarbamoyl)-1-methyl-1H-pyrazole-4-carboxylate (1.24 g, 3.47 mmol) and lithium hydroxide monohydrate (291 mg, 6.94 mmol) in methanol (20 ml) and water (5 ml) is stirred for 4 hours at 50° C. The solvent is evaporated. The brown oily residue is dissolved in water and acidified to pH=5 with 2N aqueous hydrochloric acid (3.47 ml). The precipitated off-white solid is collected by filtration, dissolved in methanol and evaporated... Reactants: CCCCCC, CC(C)=O, Cc1nccnc1C, CCC=O. The product is CCC(=O)c1cnc(C)c(C)n1. RXN SMILES: [CH3:13][CH2:14][CH2:15][CH2:16][CH2:17][CH3:18].[CH3:19][C:20]([CH3:21])=[O:22].[CH3:1][c:2]1[n:3][cH:4][cH:5][n:6][c:7]1[CH3:8].[CH:9]([CH2:10][CH3:11])=[O:12]>>[CH3:1][c:2]1[n:3][cH:4][c:5]([C:9]([CH2:10][CH3:11])=[O:12])[n:6][c:7]1[CH3:8]. Starting materials: OC1=NN(C(=C1)CCC(=O)OCC)C1=CC=CC=C1 (ethyl 3-(3-hydroxy-1-phenyl-1H-pyrazol-5-yl)propionate), ClCC1=CC(=C(OCC=2N=C(OC2C)C2=CC=CC=C2)C=C1)OC (4-(4-chloromethyl-2-methoxyphenoxymethyl)-5-methyl-2-phenyloxazole), C([O-])([O-])=O.[K+].[K+] (potassium carbonate), CN(C=O)C (N,N-dimethylformamide). Solvent: O (water). Run at temperature 60 celsius, time 4 hour. Product: COC=1C=C(COC2=NN(C(=C2)CCC(=O)OCC)C2=CC=CC=C2)C=CC1OCC=1N=C(OC1C)C1=CC=CC=C1 (ethyl 3-[3-[3-methoxy-4-(5-methyl-2-phenyl-4-oxazolylmethoxy)benzyloxy]-1-phenyl-1H-pyrazol-5-yl]propionate). Isolated yield 88.4%. RXN SMILES: [OH:1][C:2]1[CH:6]=[C:5]([CH2:7][CH2:8][C:9]([O:11][CH2:12][CH3:13])=[O:10])[N:4]([C:14]2[CH:19]=[CH:18][CH:17]=[CH:16][CH:15]=2)[N:3]=1.Cl[CH2:21][C:22]1[CH:41]=[CH:40][C:25]([O:26][CH2:27][C:28]2[N:29]=[C:30]([C:34]3[CH:39]=[CH:38][CH:37]=[CH:36][CH:35]=3)[O:31][C:32]=2[CH3:33])=[C:24]([O:42][CH3:43])[CH:23]=1.C(=O)([O-])[O-].[K+].[K+].CN(C)C=O>O>[CH3:43][O:42][C:24]1[CH:23]=[C:22]([CH:41]=[CH:40][C:25]=1[O:26][CH2:27][C:28]1[N:29]=[C:30]([C:34]2[CH:39]=[CH:38][CH:37]=[CH:36][CH:35]=2)[O:31][C:32]=1[CH3:33])[CH2:21][O:1][C:2]1[CH:6]=[C:5]([CH2:7][CH2:8][C:9]([O:11][CH2:12][CH3:13])=[O:10])[N:4]([C:14]2[CH:15]=[CH:16][CH:17]=[CH:18][CH:19]=2)[N:3]=1 |f:2.3.4|. Procedure details: A mixture of ethyl 3-(3-hydroxy-1-phenyl-1H-pyrazol-5-yl)propionate (700 mg), 4-(4-chloromethyl-2-methoxyphenoxymethyl)-5-methyl-2-phenyloxazole (930 mg), potassium carbonate (750 mg) and N,N-dimethylformamide (10 ml) was stirred at 60° C. for 4 hrs. The reaction mixture was poured into water and the mixture was extracted with ethyl acetate. The ethyl acetate layer was washed with saturated brine, dried (MgSO4) and concentrated. The residue was subjected to silica gel column chromatography, and ... The reactants are OC(c1ccc(Br)cc1)C(F)(F)F, O=C1NCCC12CCC1(CC2)OCCO1. Yields the product O=C1N(c2ccc(C(O)C(F)(F)F)cc2)CCC12CCC1(CC2)OCCO1. Reaction SMILES: [Br:16][c:17]1[cH:18][cH:19][c:20]([CH:23]([C:24]([F:25])([F:26])[F:27])[OH:28])[cH:21][cH:22]1.[O:1]1[CH2:2][CH2:3][O:4][C:5]12[CH2:6][CH2:7][C:8]1([C:9](=[O:13])[NH:10][CH2:11][CH2:12]1)[CH2:14][CH2:15]2>>[O:1]1[CH2:2][CH2:3][O:4][C:5]12[CH2:6][CH2:7][C:8]1([C:9](=[O:13])[N:10]([c:17]3[cH:18][cH:19][c:20]([CH:23]([C:24]([F:25])([F:26])[F:27])[OH:28])[cH:21][cH:22]3)[CH2:11][CH2:12]1)[CH2:14][CH2:15]2.